Dataset: the Open Reaction Database (ORD), a public repository of structured organic reaction records. Task: describe an organic reaction: reactants, conditions, products, and yield Starting materials: OC[C@H]([C@H]1CC[C@H]2[C@@H]3C=CC4=CC(CC[C@]4(C)[C@H]3CC[C@]12C)=O)C ((20S)-21-hydroxy-20-methylpregna-4,6-dien-3-one), C1=CC=CC=C1 (benzene). Solvent: C(Cl)Cl (methylene chloride). The product is OC[C@H]([C@H]1CC[C@H]2[C@@H]3C=CC4=CC(C=C[C@]4(C)[C@H]3CC[C@]12C)=O)C ((20S)-21-hydroxy-20-methylpregna-1,4,6-trien-3-one). RXN SMILES: [OH:1][CH2:2][C@@H:3]([CH3:24])[C@@H:4]1[C@:21]2([CH3:22])[C@H:7]([C@H:8]3[C@H:18]([CH2:19][CH2:20]2)[C@:16]2([CH3:17])[C:11](=[CH:12][C:13](=[O:23])[CH2:14][CH2:15]2)[CH:10]=[CH:9]3)[CH2:6][CH2:5]1.C1C=CC=CC=1>C(Cl)Cl>[OH:1][CH2:2][C@@H:3]([CH3:24])[C@@H:4]1[C@:21]2([CH3:22])[C@H:7]([C@H:8]3[C@H:18]([CH2:19][CH2:20]2)[C@:16]2([CH3:17])[C:11](=[CH:12][C:13](=[O:23])[CH:14]=[CH:15]2)[CH:10]=[CH:9]3)[CH2:6][CH2:5]1. Reported procedure: A solution of 1.7 g. of (20S)-21-hydroxy-20-methylpregna-4,6-dien-3-one in 80 ml. of dry benzene was treated with 1.45 g. of dichlorodicyano and then heated under reflux for 10 hours. The resulting suspension was filtered under suction, the filtrate was washed with 5% sodium hydroxide, then with water and dried over sodium sulfate. The residue obtained by evaporation was taken up in methylene chloride and filtered through a column of 10 g. of aluminum oxide. From the filtrate, 1 g. of crude crys... Reactants: C(CCl)Cl (EDC), C(C)N1CCOCC1 (N-ethyl morpholine), C=1C=CC2=C(C1)N=NN2O (HOBT), NCCO (2-aminoethanol), C(C)(=O)N1[C@H](C[C@H](C2=CC(=CC=C12)C1=CC=C(C(=O)O)C=C1)NC1=NC=C(C=C1)C#N)C (4-((2S,4R)-1-acetyl-4-((5-cyanopyridin-2-yl)amino)-2-methyl-1,2,3,4-tetrahydroquinolin-6-yl)benzoic acid), Intermediate 4, C(CCl)Cl (EDC), C=1C=CC2=C(C1)N=NN2O.Cl (HOBT hydrochloride), C(C)N1CCOCC1 (N-ethylmorpholine), NCCO (2-aminoethanol). The solvent is CN(C)C=O (DMF). Conditions: time 5 hour. Yields the product C(C)(=O)N1[C@H](C[C@H](C2=CC(=CC=C12)C1=CC=C(C(=O)NCCO)C=C1)NC1=NC=C(C=C1)C#N)C (4-((2S,4R)-1-acetyl-4-((5-cyanopyridin-2-yl)amino)-2-methyl-1,2,3,4-tetrahydroquinolin-6-yl)-N-(2-hydroxyethyl)benzamide). The yield is 8.0%. Reaction SMILES: [C:1]([N:4]1[C:13]2[C:8](=[CH:9][C:10]([C:14]3[CH:22]=[CH:21][C:17]([C:18]([OH:20])=O)=[CH:16][CH:15]=3)=[CH:11][CH:12]=2)[C@H:7]([NH:23][C:24]2[CH:29]=[CH:28][C:27]([C:30]#[N:31])=[CH:26][N:25]=2)[CH2:6][C@@H:5]1[CH3:32])(=[O:3])[CH3:2].C(Cl)CCl.C1C=CC2N(O)N=NC=2C=1.Cl.C([N:50]1CC[O:53][CH2:52][CH2:51]1)C.NCCO.C1C=CC2N(O)N=NC=2C=1>CN(C=O)C>[C:1]([N:4]1[C:13]2[C:8](=[CH:9][C:10]([C:14]3[CH:15]=[CH:16][C:17]([C:18]([NH:50][CH2:51][CH2:52][OH:53])=[O:20])=[CH:21][CH:22]=3)=[CH:11][CH:12]=2)[C@H:7]([NH:23][C:24]2[CH:29]=[CH:28][C:27]([C:30]#[N:31])=[CH:26][N:25]=2)[CH2:6][C@@H:5]1[CH3:32])(=[O:3])[CH3:2] |f:2.3|. Procedure details: A solution of 4-((2S,4R)-1-acetyl-4-((5-cyanopyridin-2-yl)amino)-2-methyl-1,2,3,4-tetrahydroquinolin-6-yl)benzoic acid (for a preparation see Intermediate 4) (90 mg, 0.211 mmol) in DMF (2 mL) was treated with EDC (48.5 mg, 0.253 mmol), HOBT hydrochloride (38.8 mg, 0.253 mmol) and N-ethylmorpholine (0.080 mL, 0.633 mmol) and after 3 min with 2-aminoethanol (0.025 mL, 0.422 mmol)). The resulting mixture was stirred at room temperature for 5 h then EDC (48.5 mg, 0.253 mmol), N-ethyl morpholine (0.0...